The task is: describe an organic reaction: reactants, conditions, products, and yield. This data is from the Open Reaction Database (ORD), a public repository of structured organic reaction records. Run in CS(=O)C (DMSO). Reagents/catalysts: c1ccc(cc1)-c2c3ccccc3cc4ccccc24 (9-Phenylanthracene), CCOC(=O)C(C)S   (Et2MercapCOOEt), (Ir[dF(5CF3)ppy]2(dtbpy))PF6. Run at temperature 25 celsius, time 18 hour. The product is CCc1nccc2ccccc12. As a reaction SMILES: [cH:1]1[cH:10][c:9]([c:4]2[cH:3][cH:2]1)[cH:8][cH:7][n:6][cH:5]2.[CH3:11][CH2:12]O.CS(O)(=O)=O>>[CH3:11][CH2:12][c:5]1[c:4]([c:9]2[cH:8][cH:7][n:6]1)[cH:3][cH:2][cH:1][cH:10]2. Reactants: C(C)O, S(C)(O)(=O)=O, c12c(cccc1)cncc2. The reactants are Cc1ccc(OB([O-])[O-])cc1, COC(=O)c1cc2cc(Br)ccc2nc1C, O=C([O-])[O-], CCO, [K+], [K+], O, Cc1ccccc1. Yields the product COC(=O)c1cc2cc(-c3ccc(C)cc3)ccc2nc1C. RXN SMILES: [B:17]([O-:18])([O-:26])[O:27][c:19]1[cH:20][cH:21][c:22]([CH3:25])[cH:23][cH:24]1.[Br:1][c:2]1[cH:3][c:4]2[cH:5][c:6]([C:13](=[O:14])[O:15][CH3:16])[c:7]([CH3:12])[n:8][c:9]2[cH:10][cH:11]1.[C:28](=[O:29])([O-:30])[O-:31].[CH2:35]([OH:36])[CH3:37].[K+:32].[K+:33].[OH2:34].[c:38]1([CH3:39])[cH:40][cH:41][cH:42][cH:43][cH:44]1>>[c:2]1(-[c:19]2[cH:20][cH:21][c:22]([CH3:25])[cH:23][cH:24]2)[cH:3][c:4]2[cH:5][c:6]([C:13](=[O:14])[O:15][CH3:16])[c:7]([CH3:12])[n:8][c:9]2[cH:10][cH:11]1. Starting materials: FC(C(=O)O)(F)F (trifluoroacetic acid), C(C)OC(=O)C=1N=C(SC1C(=O)OCC)CNC(=O)OC(C)(C)C (4,5-bis(ethoxycarbonyl)-2-t-butoxycarbonylaminomethylthiazole). Run at time 1 hour. Yields the product C(C)OC(=O)C1=C(N2C(S1)=CN=C2)C(=O)OCC (2,3-bis(ethoxycarbonyl)imidazo[5,1-b]thiazole). Yield: 86.1%. RXN SMILES: FC(F)(F)C(O)=O.[CH2:8]([O:10][C:11]([C:13]1[N:14]=[C:15]([CH2:23][NH:24][C:25](OC(C)(C)C)=O)[S:16][C:17]=1[C:18]([O:20][CH2:21][CH3:22])=[O:19])=[O:12])[CH3:9]>>[CH2:21]([O:20][C:18]([C:17]1[S:16][C:15]2=[CH:23][N:24]=[CH:25][N:14]2[C:13]=1[C:11]([O:10][CH2:8][CH3:9])=[O:12])=[O:19])[CH3:22]. Reported procedure: A 30 ml potion of trifluoroacetic acid was added to 10.24 g 4,5-bis(ethoxycarbonyl)-2-t-butoxycarbonylaminomethylthiazole, and the mixture was then stirred at room temperature for 1 hour. The reaction solution was concentrated under reduced pressure, and an aqueous saturated sodium hydrogencarbonate solution was then added so as to adjust the pH of the solution to about 8. Further, 150 ml of dichloromethane was added thereto, and a mixture of 27 ml of formic acid and 13.5 ml of acetic anhydride ... As a reaction SMILES: C([C:3]([CH2:16][CH3:17])([C:13]([O-:15])=[O:14])[C:4](CC)([C:8]([O-:10])=[O:9])C([O-])=O)C.[CH2:18](Br)[CH2:19][CH2:20]CC>>[CH2:16]([CH:3]([CH2:4][C:8]([OH:10])=[O:9])[C:13]([OH:15])=[O:14])[CH2:17][CH2:18][CH2:19][CH3:20]. Reactants: resultant solution, C(C)C(C(C(=O)[O-])(C(=O)[O-])CC)(C(=O)[O-])CC (triethyl-1,1,2-ethanetricaboxylate), C(CCCC)Br (n-pentyl bromide). Yields the product C(CCCC)C(C(=O)O)CC(=O)O (Pentylbutanedioic acid). Procedure details: A method similar to that described by Devlin, et al, J. Chem. Soc., Perkin Transactions I, page 830 (1975) was used. Sodium ethoxide was formed by the addition of sodium metal (2.25 g, 91.59 mmol) to anhydrous EtOH (150 ml) under an N2 atmosphere. To the resultant solution was added triethyl-1,1,2-ethanetricaboxylate (obtained from Aldrich; 21 ml, 91.59 mmol) followed by dropwise addition of n-pentyl bromide (11.4 ml, 91.59 mmol). The mixture was brought to reflux and stirred overnight (19 hr). ... The yield is 153.0%. Reaction conditions: time 19 hour. Reactants: C(CCCCC)N1C(C2C(C2C1)(C)C1=CC(=CC=C1)C=1NC=CN1)=O (3-hexyl-6-[3-(1H-imidazol-2-yl)phenyl]-6-methyl-3-azabicyclo[3.1.0]hexan-2-one), [H-].[Al+3].[Li+].[H-].[H-].[H-] (lithium aluminium hydride), [OH-].[Na+] (sodium hydroxide). Run in tetrahydrofluran, C(C)(=O)OCC (ethyl acetate). Reaction conditions: temperature 0 celsius, time 30 minute. Product: solution ( 0.880 ), C(CCCCC)N1CC2C(C2C1)(C)C1=CC(=CC=C1)C=1NC=CN1 (3-Hexyl-6-[3-(1H-imidazol-2-yl)phenyl]-6-methyl-3-azabicyclo[3.1.0]hexane). The yield is 77.3%. RXN SMILES: [CH2:1]([N:7]1[CH2:12][CH:11]2[CH:9]([C:10]2([C:14]2[CH:19]=[CH:18][CH:17]=[C:16]([C:20]3[NH:21][CH:22]=[CH:23][N:24]=3)[CH:15]=2)[CH3:13])[C:8]1=O)[CH2:2][CH2:3][CH2:4][CH2:5][CH3:6].[H-].[Al+3].[Li+].[H-].[H-].[H-].[OH-].[Na+]>C(OCC)(=O)C>[CH2:1]([N:7]1[CH2:12][CH:11]2[CH:9]([C:10]2([C:14]2[CH:19]=[CH:18][CH:17]=[C:16]([C:20]3[NH:24][CH:23]=[CH:22][N:21]=3)[CH:15]=2)[CH3:13])[CH2:8]1)[CH2:2][CH2:3][CH2:4][CH2:5][CH3:6] |f:1.2.3.4.5.6,7.8|. Procedure details: To a solution of 3-hexyl-6-[3-(1H-imidazol-2-yl)phenyl]-6-methyl-3-azabicyclo[3.1.0]hexan-2-one (Preparation 44, 190 mg, 0.56 mmol) in tetrahydrofluran (5 ml) at room temperature was added lithium aluminium hydride (1.1 ml, 1.12 nimol, 1.0 M in THF) dropwise over a few minutes. The mixture was heated under reflux for 1 hour and then cooled to 0° C. 2N sodium hydroxide (1.0 ml) was added cautiously followed by ethyl acetate (10 ml) and the mixture was stirred rapidly for 30 minutes, then filtered...